Dataset: the Open Reaction Database (ORD), a public repository of structured organic reaction records. Task: describe an organic reaction: reactants, conditions, products, and yield The reactants are [Li+].CC(C)[N-]C(C)C (LDA), N1=C(C=CC=C1)C=1C=C(C=CC1)CC(=O)O (3-(2-pyridyl)phenyl acetic acid), BrCC(=C)C (3-Bromo-2-methylpropene), [Li]CCCC (nBuLi), C(C)(C)NC(C)C (diisopropyl amine). Solvent: C1CCOC1 (THF), O (water), C1CCOC1 (THF). Run at temperature -78 celsius, time 20 minute. The product is CC1=C(C=C(C=C1)C(C(=O)O)CC=C)C1=NC=CC=C1 (4-Methyl-3-(2-pyridyl)phenyl-pent-4-enoic Acid). Isolated yield 76.4%. RXN SMILES: [Li][CH2:2][CH2:3][CH2:4]C.[CH:6](NC(C)C)(C)C.[Li+].CC([N-]C(C)C)C.[N:21]1[CH:26]=[CH:25][CH:24]=[CH:23][C:22]=1[C:27]1[CH:28]=[C:29]([CH2:33][C:34]([OH:36])=[O:35])[CH:30]=[CH:31][CH:32]=1.BrCC(C)=C>C1COCC1.O>[CH3:6][C:32]1[CH:31]=[CH:30][C:29]([CH:33]([CH2:4][CH:3]=[CH2:2])[C:34]([OH:36])=[O:35])=[CH:28][C:27]=1[C:22]1[CH:23]=[CH:24][CH:25]=[CH:26][N:21]=1 |f:2.3|. Procedure details: nBuLi (21 ml, 2.5 M in hexanes, 52.16 mmol) was added dropwise to a solution of diisopropyl amine (5.3 ml, 52.5 mmol) in THF (60 ml) at 0 degrees C. The reaction was stirred 20 minutes, then cooled to −78 degrees C. The LDA solution was then added dropwise into a cooled solution of 3-(2-pyridyl)phenyl acetic acid (5.0 g, 23.5 mmol) in THF (20 ml) at −78 degrees C. After addition, the reaction mixture was warmed to 0 degrees C., then cooled again to −78 degrees C. 3-Bromo-2-methylpropene (3.55 ml... The reactants are BrC=1C=CC2=C(C(=NCC=3N2C(=NN3)CCl)C3=CC=CC=C3)C1 (8-bromo-1-(chloromethyl)-6-phenyl-4H-s-triazolo[4,3-a][1,4]benzodiazepine), [I-].[K+] (potassium iodide), C(C)C=CCN (ethylallylamine). Solvent: O1CCCC1 (tetrahydrofuran). The product is BrC=1C=CC2=C(C(=NCC=3N2C(=NN3)CNCCCC=C)C3=CC=CC=C3)C1 (8-bromo-1-[(allylethylamino)methyl]-6-phenyl-4H-s-triazolo[4,3-a][1,4]benzodiazepine). RXN SMILES: [Br:1][C:2]1[CH:3]=[CH:4][C:5]2[N:11]3[C:12]([CH2:15]Cl)=[N:13][N:14]=[C:10]3[CH2:9][N:8]=[C:7]([C:17]3[CH:22]=[CH:21][CH:20]=[CH:19][CH:18]=3)[C:6]=2[CH:23]=1.[I-].[K+].[CH2:26]([CH:28]=[CH:29][CH2:30][NH2:31])[CH3:27]>O1CCCC1>[Br:1][C:2]1[CH:3]=[CH:4][C:5]2[N:11]3[C:12]([CH2:15][NH:31][CH2:30][CH2:29][CH2:28][CH:26]=[CH2:27])=[N:13][N:14]=[C:10]3[CH2:9][N:8]=[C:7]([C:17]3[CH:22]=[CH:21][CH:20]=[CH:19][CH:18]=3)[C:6]=2[CH:23]=1 |f:1.2|. Reported procedure: In the manner given in Preparation 39, 8-bromo-1-(chloromethyl)-6-phenyl-4H-s-triazolo[4,3-a][1,4]benzodiazepine, potassium iodide and ethylallylamine in tetrahydrofuran are reacted to give 8-bromo-1-[(allylethylamino)methyl]-6-phenyl-4H-s-triazolo[4,3-a][1,4]benzodiazepine. Preparation 43 8-(Trifluoromethyl)-1-[(allylmethylamino)methyl]-6-(o-chlorophenyl)-4H-s-triazolo[4,3-a][1,4]benzodiazepine Starting materials: Cl.Cl.C1(=CC=CC=C1)N(C(=O)C1=CC2=C(N(C(=N2)CNC2=CC=C(C=C2)C(N)=N)C)C=C1)CCCC(=O)OCC (1-methyl-2-[N-(4-amidinophenyl)aminomethyl]benzimidazol-5-yl-carboxylic acid-N-phenyl-N-(3-ethoxycarbonylpropyl)amide dihydrochloride), [OH-].[Na+] (sodium hydroxide), C27H28N6O3. The product is Cl.C1(=CC=CC=C1)N(C(=O)C1=CC2=C(N(C(=N2)CNC2=CC=C(C=C2)C(N)=N)C)C=C1)CCCC(=O)O (1-Methyl-2-[N-(4-amidinophenyl)aminomethyl]benzimidazol-5-yl-carboxylic acid-N-phenyl-N-(3-hydroxycarbonylpropyl)amide hydrochloride). Isolated yield 73.5%. Reaction SMILES: [ClH:1].Cl.[C:3]1([N:9]([CH2:33][CH2:34][CH2:35][C:36]([O:38]CC)=[O:37])[C:10]([C:12]2[CH:32]=[CH:31][C:15]3[N:16]([CH3:30])[C:17]([CH2:19][NH:20][C:21]4[CH:26]=[CH:25][C:24]([C:27](=[NH:29])[NH2:28])=[CH:23][CH:22]=4)=[N:18][C:14]=3[CH:13]=2)=[O:11])[CH:8]=[CH:7][CH:6]=[CH:5][CH:4]=1.[OH-].[Na+]>>[ClH:1].[C:3]1([N:9]([CH2:33][CH2:34][CH2:35][C:36]([OH:38])=[O:37])[C:10]([C:12]2[CH:32]=[CH:31][C:15]3[N:16]([CH3:30])[C:17]([CH2:19][NH:20][C:21]4[CH:26]=[CH:25][C:24]([C:27](=[NH:28])[NH2:29])=[CH:23][CH:22]=4)=[N:18][C:14]=3[CH:13]=2)=[O:11])[CH:4]=[CH:5][CH:6]=[CH:7][CH:8]=1 |f:0.1.2,3.4,5.6|. Reported procedure: Prepared analogously to Example 26 from 1-methyl-2-[N-(4-amidinophenyl)aminomethyl]benzimidazol-5-yl-carboxylic acid-N-phenyl-N-(3-ethoxycarbonylpropyl)amide dihydrochloride and sodium hydroxide solution. Yield: 73.5% of theory, C27H28N6O3 (484.6); EKA mass spectrum: (M+H)+=485; (M+2H)++=243; (M+H+Na)++=254. Reactants: OC=1C=C2C=CC(=CC2=CC1)C(=O)O (6-Hydroxy-2-naphthoic acid), C(Cl)(Cl)Cl.CO (CHCl3 MeOH). Reagents/catalysts: OS(=O)(=O)O (H2SO4). The solvent is CO (methanol). Product: OC=1C=C2C=CC(=CC2=CC1)C(=O)OC (Methyl 6-hydroxy-2-naphthoate). As a reaction SMILES: [OH:1][C:2]1[CH:3]=[C:4]2[C:9](=[CH:10][CH:11]=1)[CH:8]=[C:7]([C:12]([OH:14])=[O:13])[CH:6]=[CH:5]2.[CH:15](Cl)(Cl)Cl.CO>CO.OS(O)(=O)=O>[OH:1][C:2]1[CH:3]=[C:4]2[C:9](=[CH:10][CH:11]=1)[CH:8]=[C:7]([C:12]([O:14][CH3:15])=[O:13])[CH:6]=[CH:5]2 |f:1.2|. Procedure details: 6-Hydroxy-2-naphthoic acid (5.0 g, 26.6 mmol) was dissolved in 125 mL of methanol and refluxed with 6 drops of conc. H2SO4 for 36 hours. TLC analysis (SiO2, 10:1 CHCl3 /MeOH) revealed only a trace of the acid left. The solution was cooled partially and concentrated to dryness on a rotary evaporator. The solid residue was dissolved in 200 mL of ether and washed successively with 100 mL of saturated aq. NaHCO3 and brine. Drying over MgSO4 and evaporating the solvent left 4.6 g of (85.5%) slightly ... Starting materials: CC(C)O, CS(=O)(=O)CCN(Cc1cccc([N+](=O)[O-])c1)C(=O)C(F)(F)F. Product: CS(=O)(=O)CCN(Cc1cccc(N)c1)C(=O)C(F)(F)F. RXN SMILES: [CH3:24][CH:25]([OH:26])[CH3:27].[F:1][C:2]([C:3](=[O:4])[N:5]([CH2:6][c:7]1[cH:8][c:9]([N+:13]([O-:14])=[O:15])[cH:10][cH:11][cH:12]1)[CH2:16][CH2:17][S:18](=[O:19])(=[O:20])[CH3:21])([F:22])[F:23]>>[F:1][C:2]([C:3](=[O:4])[N:5]([CH2:6][c:7]1[cH:8][c:9]([NH2:13])[cH:10][cH:11][cH:12]1)[CH2:16][CH2:17][S:18](=[O:19])(=[O:20])[CH3:21])([F:22])[F:23]. The reactants are NC1=C(C(=NN1C1=C(C=C(C=C1Cl)C(F)(F)F)Cl)C#N)C1=COC=C1 (5-amino-3-cyano-1-(2,6-dichloro-4-trifluoromethylphenyl)-4-(furan-3-yl)pyrazole), ClN1C(CCC1=O)=O (N-chlorosuccinimide), CCOCC (ether), O (water). Reaction conditions: time 1.5 hour. Procedure details: To a solution of 5-amino-3-cyano-1-(2,6-dichloro-4-trifluoromethylphenyl)-4-(furan-3-yl)pyrazole (0.095 g) in acetonitrile (6 ml) was added N-chlorosuccinimide (0.0345 g). The mixture was left at room temperature for 1.5 hours and then poured into ether (50 ml) and water (50 ml). The layers were separated and the aqueous phase extracted with a second portion of ether (50 ml). The combined organic layers were washed with water (25 ml), then dried (Na2SO4) and evaporated. The residue was purified ... Yields the product NC1=C(C(=NN1C1=C(C=C(C=C1Cl)C(F)(F)F)Cl)C#N)C1=C(OC=C1)Cl (5-Amino-4-(2-chlorofuran-3-yl)-3-cyano-1-(2,6-dichloro-4-trifluoromethylpbenyl)pyrazole). The solvent is C(C)#N (acetonitrile). Reaction SMILES: [NH2:1][C:2]1[N:6]([C:7]2[C:12]([Cl:13])=[CH:11][C:10]([C:14]([F:17])([F:16])[F:15])=[CH:9][C:8]=2[Cl:18])[N:5]=[C:4]([C:19]#[N:20])[C:3]=1[C:21]1[CH:25]=[CH:24][O:23][CH:22]=1.[Cl:26]N1C(=O)CCC1=O.CCOCC.O>C(#N)C>[NH2:1][C:2]1[N:6]([C:7]2[C:8]([Cl:18])=[CH:9][C:10]([C:14]([F:17])([F:15])[F:16])=[CH:11][C:12]=2[Cl:13])[N:5]=[C:4]([C:19]#[N:20])[C:3]=1[C:21]1[CH:25]=[CH:24][O:23][C:22]=1[Cl:26]. Reactants: COC(CC(C)=O)=O (3-oxo-butyric acid methyl ester), R3—(CH2)m—NH2, C1(CCCCC1)N (cyclohexylamine), BrCC(=O)C1=C(C=CC(=C1)OC)OC (2-bromo-1-(2,5-dimethoxy-phenyl)-ethanone), FC=1C=C(CCN)C=CC1 (3-fluoro-phenethylamine). Product: C1(CCCCC1)NC(=O)C1=C(N(C(=C1)C1=C(C=CC(=C1)OC)OC)CCC1=CC(=CC=C1)F)C (5-(2,5-Dimethoxy-phenyl)-1-[2-(3-fluoro-phenyl)-ethyl]-2-methyl-1H-pyrrole-3-carboxylic acid cyclohexylamide). RXN SMILES: C[O:2][C:3](=O)[CH2:4][C:5](=O)[CH3:6].Br[CH2:10][C:11]([C:13]1[CH:18]=[C:17]([O:19][CH3:20])[CH:16]=[CH:15][C:14]=1[O:21][CH3:22])=O.[F:23][C:24]1[CH:25]=[C:26]([CH:30]=[CH:31][CH:32]=1)[CH2:27][CH2:28][NH2:29].[CH:33]1([NH2:39])[CH2:38][CH2:37][CH2:36][CH2:35][CH2:34]1>>[CH:33]1([NH:39][C:3]([C:4]2[CH:10]=[C:11]([C:13]3[CH:18]=[C:17]([O:19][CH3:20])[CH:16]=[CH:15][C:14]=3[O:21][CH3:22])[N:29]([CH2:28][CH2:27][C:26]3[CH:30]=[CH:31][CH:32]=[C:24]([F:23])[CH:25]=3)[C:5]=2[CH3:6])=[O:2])[CH2:38][CH2:37][CH2:36][CH2:35][CH2:34]1. Procedure: The title compound was synthesized in analogy to Example 68, using 3-oxo-butyric acid methyl ester as compound of formula R, 2-bromo-1-(2,5-dimethoxy-phenyl)-ethanone as compound of formula S, 3-fluoro-phenethylamine as R3—(CH2)m—NH2 and cyclohexylamine as R1R2NH, MS (ISP) 465.3 (M+H)+. Starting materials: FC(C1=NN=C(S1)N1C(N(CCC1O)C(C#C)(C)C)=O)(F)F (Tetrahydro-1-(5-trifluoromethyl-1,3,4-thiadiazol-2-yl)-3-(1,1-dimethylprop-2-ynyl)-6-hydroxy-2(1H)-pyrimidinone), C(C)N(C(=O)Cl)C1=C(C=CC=C1)OC (N-ethyl-N-(2-methoxyphenyl)carbamoyl chloride), N1=CC=CC=C1 (pyridine). Run in C1(=CC=CC=C1)C (toluene). Reaction conditions: time 3 hour. Yields the product FC(C1=NN=C(S1)N1C(N(CCC1OC(N(C1=C(C=CC=C1)OC)CC)=O)C(C#C)(C)C)=O)(F)F (tetrahydro-1-(5-trifluoromethyl-1,3,4-thiadiazol-2-yl)-3-(1,1-dimethylprop-2-ynyl)-6-[N-ethyl-N-(2-methoxyphenyl)-carbamoyloxy]-2(1H)-pyrimidinone). As a reaction SMILES: [F:1][C:2]([F:22])([F:21])[C:3]1[S:7][C:6]([N:8]2[CH:13]([OH:14])[CH2:12][CH2:11][N:10]([C:15]([CH3:19])([CH3:18])[C:16]#[CH:17])[C:9]2=[O:20])=[N:5][N:4]=1.[CH2:23]([N:25]([C:29]1[CH:34]=[CH:33][CH:32]=[CH:31][C:30]=1[O:35][CH3:36])[C:26](Cl)=[O:27])[CH3:24].N1C=CC=CC=1>C1(C)C=CC=CC=1>[F:22][C:2]([F:1])([F:21])[C:3]1[S:7][C:6]([N:8]2[CH:13]([O:14][C:26](=[O:27])[N:25]([CH2:23][CH3:24])[C:29]3[CH:34]=[CH:33][CH:32]=[CH:31][C:30]=3[O:35][CH3:36])[CH2:12][CH2:11][N:10]([C:15]([CH3:18])([CH3:19])[C:16]#[CH:17])[C:9]2=[O:20])=[N:5][N:4]=1. Reported procedure: Tetrahydro-1-(5-trifluoromethyl-1,3,4-thiadiazol-2-yl)-3-(1,1-dimethylprop-2-ynyl)-6-hydroxy-2(1H)-pyrimidinone (0.05 mole), N-ethyl-N-(2-methoxyphenyl)carbamoyl chloride (0.06 mole), pyridine (0.06 mole) and toluene (150 ml) are charged into a glass reaction vessel equipped with a mechanical stirrer, thermometer and reflux condenser. The reaction mixture is heated at reflux with stirring for a period of about 3 hours. After this time the reaction mixture is cooled to room temperature and is fil... Reactants: O=C1CCC2(CC1)OCCO2, O=C1C=C(OCc2ccccc2)CCC1, CC(C)NC(C)C, [Cl-], ClCCl, [NH4+], C1CCOC1. Product: O=C1C=C(OCc2ccccc2)CCC1C1(O)CCC2(CC1)OCCO2. As a reaction SMILES: [CH2:23]1[CH2:24][O:25][C:26]2([CH2:27][CH2:28][C:29](=[O:32])[CH2:30][CH2:31]2)[O:33]1.[CH2:8]([c:9]1[cH:10][cH:11][cH:12][cH:13][cH:14]1)[O:15][C:16]1=[CH:17][C:18](=[O:22])[CH2:19][CH2:20][CH2:21]1.[CH:1]([NH:2][CH:3]([CH3:4])[CH3:5])([CH3:6])[CH3:7].[Cl-:34].[Cl:41][CH2:42][Cl:43].[NH4+:35].[O:36]1[CH2:37][CH2:38][CH2:39][CH2:40]1>>[CH2:8]([c:9]1[cH:10][cH:11][cH:12][cH:13][cH:14]1)[O:15][C:16]1=[CH:17][C:18](=[O:22])[CH:19]([C:29]2([OH:32])[CH2:28][CH2:27][C:26]3([O:25][CH2:24][CH2:23][O:33]3)[CH2:31][CH2:30]2)[CH2:20][CH2:21]1.